Dataset: the Open Reaction Database (ORD), a public repository of structured organic reaction records. Task: describe an organic reaction: reactants, conditions, products, and yield The reactants are CN(C)C(=O)Cl, N#CCc1c[nH]c2cccc(Cl)c12, [H-], [Na+], C1CCOC1. Product: CN(C)C(=O)n1cc(CC#N)c2c(Cl)cccc21. Reaction SMILES: [CH3:16][N:17]([C:18](=[O:19])[Cl:20])[CH3:21].[Cl:1][c:2]1[c:3]2[c:4]([CH2:11][C:12]#[N:13])[cH:5][nH:6][c:7]2[cH:8][cH:9][cH:10]1.[H-:14].[Na+:15].[O:22]1[CH2:23][CH2:24][CH2:25][CH2:26]1>>[Cl:1][c:2]1[c:3]2[c:4]([CH2:11][C:12]#[N:13])[cH:5][n:6]([C:18]([N:17]([CH3:16])[CH3:21])=[O:19])[c:7]2[cH:8][cH:9][cH:10]1. Reactants: [BH4-], CC(C)(C)OC(=O)C1CC2(c3ccccc3)C(=O)CCC1N2Cc1ccccc1, CO, [Na+]. Yields the product CC(C)(C)OC(=O)C1CC2(c3ccccc3)C(O)CCC1N2Cc1ccccc1. As a reaction SMILES: [BH4-:1].[CH2:3]([c:4]1[cH:5][cH:6][cH:7][cH:8][cH:9]1)[N:10]1[C:11]2([c:26]3[cH:27][cH:28][cH:29][cH:30][cH:31]3)[C:12](=[O:25])[CH2:13][CH2:14][CH:15]1[CH:16]([C:18](=[O:19])[O:20][C:21]([CH3:22])([CH3:23])[CH3:24])[CH2:17]2.[CH3:32][OH:33].[Na+:2]>>[CH2:3]([c:4]1[cH:5][cH:6][cH:7][cH:8][cH:9]1)[N:10]1[C:11]2([c:26]3[cH:27][cH:28][cH:29][cH:30][cH:31]3)[CH:12]([OH:25])[CH2:13][CH2:14][CH:15]1[CH:16]([C:18](=[O:19])[O:20][C:21]([CH3:22])([CH3:23])[CH3:24])[CH2:17]2. Reaction conditions: time 8 hour. Isolated yield 87.0%. Reactants: C(C)NCC (Diethyl amine), C(C)OC(C(C(=O)O)CC1CN(CC1)C(=O)OC(C)(C)C)=O (2-(1-tert-butoxycarbonyl-pyrrolidin-3-ylmethyl)-malonic acid monoethyl ester), C=O (formaldehyde), C(Cl)Cl (CH2Cl2), O (water). Solvent: aqueous solution. Yields the product C(C)(C)(C)OC(=O)N1CC(CC1)CC(=C=C=O)OCC (3-(2-ethoxy-carbonyl-allyl)-pyrrolidine-1-carboxylic acid tert-butyl ester). Procedure: Diethyl amine (0.34 mL; 3.3 mmol) was added to a mixture of 2-(1-tert-butoxycarbonyl-pyrrolidin-3-ylmethyl)-malonic acid monoethyl ester (0.69 g, 2.19 mmol) in 36% aqueous solution of formaldehyde (0.27 mL, 3.5 mmol), CH2Cl2 (1.6 mL) and water (1.6 mL) at 0° C. The reaction mixture was stirred at room temperature overnight, poured onto ice-water (500 mL) and extracted with CH2Cl2. The combined organic phases were washed with 5% NaHCO3, dried and concentrated under reduced pressure to yield 3-(2-... RXN SMILES: C(N[CH2:4][CH3:5])C.C(OC(=O)[CH:10]([CH2:14][CH:15]1[CH2:19][CH2:18][N:17]([C:20]([O:22][C:23]([CH3:26])([CH3:25])[CH3:24])=[O:21])[CH2:16]1)[C:11](O)=O)C.[CH2:28]=[O:29].C(Cl)Cl.[OH2:33]>>[C:23]([O:22][C:20]([N:17]1[CH2:18][CH2:19][CH:15]([CH2:14][C:10]([O:33][CH2:4][CH3:5])=[C:11]=[C:28]=[O:29])[CH2:16]1)=[O:21])([CH3:24])([CH3:25])[CH3:26]. Reactants: N1=CC(=CC=C1)CCCC(=O)O (4-pyridin-3-yl-butyric acid), C(C(=O)Cl)(=O)Cl (oxalyl chloride). The reagents and catalysts are CN(C)C=O (DMF). The solvent is C(Cl)Cl (CH2Cl2). Conditions: time 4 hour. Yields the product N1=CC(=CC=C1)CCCC(=O)Cl (4-Pyridin-3-yl-butyryl Chloride). RXN SMILES: [N:1]1[CH:6]=[CH:5][CH:4]=[C:3]([CH2:7][CH2:8][CH2:9][C:10]([OH:12])=O)[CH:2]=1.C(Cl)(=O)C([Cl:16])=O>C(Cl)Cl.CN(C=O)C>[N:1]1[CH:6]=[CH:5][CH:4]=[C:3]([CH2:7][CH2:8][CH2:9][C:10]([Cl:16])=[O:12])[CH:2]=1. Procedure details: To a solution of 247 mg (1.49 mmol) of 4-pyridin-3-yl-butyric acid in 10 mL CH2Cl2 was added one drop DMF and 2.3 mL (4.56 mmol) oxalyl chloride and the mixture stirred at rt for 4 h. The volatiles were evaporated under reduced pressure and the material used crude in the following procedure. Starting materials: C1(=CC=CC=C1)P(=O)(C1=CC=CC=C1)N=[N+]=[N-] (diphenylphosphoryl azide), C(C)(C)(C)[Si](O[C@H]1C[C@H](CC1)O)(C)C ((−)-(1S,3R)-3-(tert-butyl-dimethyl-silanyloxy)-cyclopentanol), C1(=CC=CC=C1)P(C1=CC=CC=C1)C1=CC=CC=C1 (triphenyl phosphine), N(=NC(=O)OCC)C(=O)OCC (diethyl azodicarboxylate). Run in O1CCCC1 (tetrahydrofuran). Conditions: temperature 0 celsius, time 2.5 minute. Product: N(=[N+]=[N-])[C@H]1C[C@@H](CC1)O[Si](C)(C)C(C)(C)C ((−)-(1R,3R)-(3-azido-cyclopentyloxy)-tert-butyl-dimethyl-silane). As a reaction SMILES: [C:1]([Si:5]([CH3:14])([CH3:13])[O:6][C@@H:7]1[CH2:11][CH2:10][C@H:9](O)[CH2:8]1)([CH3:4])([CH3:3])[CH3:2].C1(P(C2C=CC=CC=2)C2C=CC=CC=2)C=CC=CC=1.N(C(OCC)=O)=NC(OCC)=O.C1(P([N:60]=[N+:61]=[N-:62])(C2C=CC=CC=2)=O)C=CC=CC=1>O1CCCC1>[N:60]([C@@H:9]1[CH2:10][CH2:11][C@@H:7]([O:6][Si:5]([C:1]([CH3:4])([CH3:3])[CH3:2])([CH3:14])[CH3:13])[CH2:8]1)=[N+:61]=[N-:62]. Procedure: To a mixture of (−)-(1S,3R)-3-(tert-butyl-dimethyl-silanyloxy)-cyclopentanol (670 mg, 3.09 mmol) (from Example 27b supra) and triphenyl phosphine (1.06 g, 4.02 mmol) (Aldrich) in anhydrous tetrahydrofuran (60 mL) cooled at 0° C. was added dropwise diethyl azodicarboxylate (640 μL, 0.70 g, 4.02 mmol) (Aldrich). After 2 to 3 minutes, followed a dropwise addition of diphenylphosphoryl azide (860 μL, 1.1 g, 4.02 mmol) (Aldrich). The mixture was allowed to slowly warm up to room temperature and after... The reactants are CC(C)(C)OC(=O)NCc1ccc(NC(=O)CC2CCc3cc(Br)cc4[nH]c(=O)c(=O)n2c34)c(CCCC(=O)O)c1, C1COCCO1, Cl. The product is NCc1ccc(NC(=O)CC2CCc3cc(Br)cc4[nH]c(=O)c(=O)n2c34)c(CCCC(=O)O)c1, Cl. Reaction SMILES: [Br:1][c:2]1[cH:3][c:4]2[c:5]3[n:6]([c:7](=[O:13])[c:8](=[O:12])[nH:9][c:10]3[cH:11]1)[CH:14]([CH2:17][C:18]([NH:19][c:20]1[c:21]([CH2:35][CH2:36][CH2:37][C:38](=[O:39])[OH:40])[cH:22][c:23]([CH2:26][NH:27][C:28]([O:29][C:30]([CH3:31])([CH3:32])[CH3:33])=[O:34])[cH:24][cH:25]1)=[O:41])[CH2:15][CH2:16]2.[CH2:43]1[O:44][CH2:45][CH2:46][O:47][CH2:48]1.[ClH:42]>>[Br:1][c:2]1[cH:3][c:4]2[c:5]3[n:6]([c:7](=[O:13])[c:8](=[O:12])[nH:9][c:10]3[cH:11]1)[CH:14]([CH2:17][C:18]([NH:19][c:20]1[c:21]([CH2:35][CH2:36][CH2:37][C:38](=[O:39])[OH:40])[cH:22][c:23]([CH2:26][NH2:27])[cH:24][cH:25]1)=[O:41])[CH2:15][CH2:16]2.[ClH:42]. Reactants: C(C#CCC#CCC#CCC#CCCCCC)O (2,5,8,11-heptadecatetrayn-1-ol), 1.25 c3, P(Br)(Br)Br (phosphorus tribromide), ice water. The reagents and catalysts are N1=CC=CC=C1 (pyridine). Solvent: CCOCC (ether). The product is BrCC#CCC#CCC#CCC#CCCCCC (1-bromo-2,5,8,11-heptadecatetrayne). RXN SMILES: [CH2:1](O)[C:2]#[C:3][CH2:4][C:5]#[C:6][CH2:7][C:8]#[C:9][CH2:10][C:11]#[C:12][CH2:13][CH2:14][CH2:15][CH2:16][CH3:17].P(Br)(Br)[Br:20]>N1C=CC=CC=1.CCOCC>[Br:20][CH2:1][C:2]#[C:3][CH2:4][C:5]#[C:6][CH2:7][C:8]#[C:9][CH2:10][C:11]#[C:12][CH2:13][CH2:14][CH2:15][CH2:16][CH3:17]. Procedure details: A mixture of 5 g of 2,5,8,11-heptadecatetrayn-1-ol, 1.25 c3 of phosphorus tribromide and one drop of pyridine in 15 cm3 of anhydrous ether, stirred in the absence of light, is heated under reflux for 2 hours. The solution is then poured into 100 cm3 of ice water and extracted twice with ethyl ether. The ether phases are washed initially with a solution of sodium bicarbonate and then with water, and finally dried over sodium sulphate. Starting materials: CS(C)=O, COc1ccccc1Oc1cccc(CBr)c1OC, N#C[K], O. Yields the product COc1ccccc1Oc1cccc(CC#N)c1OC. As a reaction SMILES: [CH3:24][S:25]([CH3:26])=[O:27].[CH3:4][O:5][c:6]1[c:7]([O:14][c:15]2[c:16]([O:21][CH3:22])[cH:17][cH:18][cH:19][cH:20]2)[cH:8][cH:9][cH:10][c:11]1[CH2:12][Br:13].[K:1][C:2]#[N:3].[OH2:23]>>[C:2](#[N:3])[CH2:12][c:11]1[c:6]([O:5][CH3:4])[c:7]([O:14][c:15]2[c:16]([O:21][CH3:22])[cH:17][cH:18][cH:19][cH:20]2)[cH:8][cH:9][cH:10]1. Starting materials: ClC1=CC=CC2=C1C(N1[C@H](C=3N2C=NC3C(N)=NO)CCC1)=O ((S)-8-chloro-11,12,13,13a-tetrahydro-9-oxo-9H-imidazo[1,5-a]pyrrolo[2,1-c][1,4]benzodiazepine-1-carboxamidoxime), CN(CC(=O)O)C (N,N-dimethylglycine), C(=O)=O (CO2), C(=O)(N1C=NC=C1)N1C=NC=C1 (1,1'-carbonyldiimidazole). Run in CN(C=O)C (N,N-dimethylformamide). Run at time 8 hour. Product: ClC1=CC=CC2=C1C(N1[C@H](C=3N2C=NC3C3=NOC(=N3)CN(C)C)CCC1)=O ((S)-8-chloro-1-(5-dimethylaminomethyl-1,2.4-oxadiazol-3-yl)-11,12,13,13a-tetrahydro-9H-imidazo[1,5-a]pyrrolo[2,1-c][1,4]-benzodiazepin-9-one). Isolated yield 37.0%. Reaction SMILES: [CH3:1][N:2]([CH3:7])[CH2:3][C:4](O)=[O:5].C(N1C=CN=C1)(N1C=CN=C1)=O.C(=O)=O.[Cl:23][C:24]1[C:29]2[C:30](=[O:45])[N:31]3[CH2:44][CH2:43][CH2:42][C@H:32]3[C:33]3[N:34]([CH:35]=[N:36][C:37]=3[C:38](=[N:40]O)[NH2:39])[C:28]=2[CH:27]=[CH:26][CH:25]=1>CN(C)C=O>[Cl:23][C:24]1[C:29]2[C:30](=[O:45])[N:31]3[CH2:44][CH2:43][CH2:42][C@H:32]3[C:33]3[N:34]([CH:35]=[N:36][C:37]=3[C:38]3[N:40]=[C:4]([CH2:3][N:2]([CH3:7])[CH3:1])[O:5][N:39]=3)[C:28]=2[CH:27]=[CH:26][CH:25]=1. Procedure: 1.4 g (13.5 mmol) of N,N-dimethylglycine were dissolved in 20 ml of N,N-dimethylformamide and treated portionwise with 2.6 g (15 mmol) of 1,1'-carbonyldiimidazole. After completion of the CO2 elimination the solution was stirred at 70° for 30'. Then, 4.02 g (15 mmol) of (S)-8-chloro-11,12,13,13a-tetrahydro-9-oxo-9H-imidazo[1,5-a]pyrrolo[2,1-c][1,4]benzodiazepine-1-carboxamidoxime were added and the mixture was stirred at 90° overnight. By evaporation of the solution and chromatography of the res... The reactants are C1(C=2C(C(=O)O1)=CC=CC2)=O (phthalic anhydride), anhydride, N1CCNCC1 (piperazine), ClCCl (dichloromethane), CN(C)C1=NC=CC=C1 (dimethylaminopyridine). Solvent: C(C)#N (acetonitrile). The product is N1(CCNCC1)C(=O)N (Piperazine Amide). As a reaction SMILES: [NH:1]1[CH2:6][CH2:5][NH:4][CH2:3][CH2:2]1.ClCCl.CN(C1C=CC=[CH:15][N:14]=1)C.C1(=O)OC(=[O:23])C2=CC=CC=C12>C(#N)C>[N:1]1([C:15]([NH2:14])=[O:23])[CH2:6][CH2:5][NH:4][CH2:3][CH2:2]1. Procedure details: Into a 3 liter, four necked round bottom flask fitted with mechanical stirring, dry nitrogen and a reflux condenser were charged 129.2 grams piperazine, 750 ml dichloromethane, 750 ml acetonitrile, and 6.1 grams dimethylaminopyridine. To this mixture was added portion-wise 222.2 g phthalic anhydride. Following the addition, the mixture was refluxed for 3 hours, at the end of which period no residual anhydride was present by infrared analysis. The solvent was decanted from the solid product preci...